This data is from the Open Reaction Database (ORD), a public repository of structured organic reaction records. The task is: describe an organic reaction: reactants, conditions, products, and yield Reactants: CO, CC1=C(c2ccc(F)c(F)c2)COC1=O. Yields the product CC1C(=O)OCC1c1ccc(F)c(F)c1. Reaction SMILES: [CH3:16][OH:17].[F:1][c:2]1[cH:3][c:4]([C:9]2=[C:10]([CH3:15])[C:11](=[O:14])[O:12][CH2:13]2)[cH:5][cH:6][c:7]1[F:8]>>[F:1][c:2]1[cH:3][c:4]([CH:9]2[CH:10]([CH3:15])[C:11](=[O:14])[O:12][CH2:13]2)[cH:5][cH:6][c:7]1[F:8]. Starting materials: NC=1C(=CC2=C(C(=NO2)C)C1)F (5-amino-6-fluoro-3-methyl-1,2-benzisoxazole), CN(C=1OC(C=C(N1)C(F)(F)F)=O)C (2-dimethylamino-4-(trifluoromethyl)-6H-1,3-oxazin-6-one), ice water. Run in C(C)(=O)O (acetic acid). The product is FC1=CC2=C(C(=NO2)C)C=C1N1C(NC(=CC1=O)C(F)(F)F)=O (3-(6-Fluoro-3-methyl-1,2-benzisoxazol-5-yl)-6-(trifluoromethyl)-2,4(1H,3H) -pyrimidinedione). Isolated yield 73.3%. Reaction SMILES: [NH2:1][C:2]1[C:3]([F:12])=[CH:4][C:5]2[O:9][N:8]=[C:7]([CH3:10])[C:6]=2[CH:11]=1.CN(C)[C:15]1[O:16][C:17](=[O:25])[CH:18]=[C:19]([C:21]([F:24])([F:23])[F:22])[N:20]=1>C(O)(=O)C>[F:12][C:3]1[C:2]([N:1]2[C:17](=[O:25])[CH:18]=[C:19]([C:21]([F:24])([F:23])[F:22])[NH:20][C:15]2=[O:16])=[CH:11][C:6]2[C:7]([CH3:10])=[N:8][O:9][C:5]=2[CH:4]=1. Reported procedure: A mixture of 5-amino-6-fluoro-3-methyl-1,2-benzisoxazole (4.85 g, 0.029 mol) and 2-dimethylamino-4-(trifluoromethyl)-6H-1,3-oxazin-6-one (6.70 g, 0.0320 mol) in acetic acid is refluxed for 90 minutes, cooled to room temperature, and poured into an ice-water mixture. The resultant aqueous mixture is filtered to obtain a solid. The solid is air-dried and dissolved in ethyl acetate. The resultant organic solution is washed with brine, dried over anhydrous magnesium sulfate, and concentrated in vacu... Starting materials: C(C1=CC=CC=C1)OC=1C(=NC(=NC1C)CC1CCN(CC1)C(=O)OC(C)(C)C)C(=O)OC(C)(C)C (tert-butyl 5-(benzyloxy)-2-{[1-(tert-butoxycarbonyl)piperidin-4-yl]methyl}-6-methylpyrimidine-4-carboxylate), C(C1=CC=CC=C1)OC=1C(=NC(=NC1C)CC1CCN(CC1)C1=CC=C(C=C1)C1=CC=C(C=C1)CO)C(=O)OC(C)(C)C (tert-butyl 5-(benzyloxy)-2-{(1-[4′-(hydroxymethyl)biphenyl-4-yl]piperidin-4-yl}methyl)-6-methylpyrimidine-4-carboxylate), Cl.C(C)(C)(C)OC(CN)=O (glycine tert-butyl ester hydrochloride). The product is Cl.C(C)(C)(C)OC(CNC(=O)C1=NC(=NC(=C1OCC1=CC=CC=C1)C)CC1CCNCC1)=O (tert-Butyl({[5-(benzyloxy)-6-methyl-2-(piperidin-4-ylmethyl)pyrimidin-4-yl]carbonyl}amino)acetate hydrochloride). Isolated yield 72.0%. Reaction SMILES: [CH2:1]([O:8][C:9]1[C:10]([C:30](OC(C)(C)C)=[O:31])=[N:11][C:12]([CH2:16][CH:17]2[CH2:22][CH2:21][N:20](C(OC(C)(C)C)=O)[CH2:19][CH2:18]2)=[N:13][C:14]=1[CH3:15])[C:2]1[CH:7]=[CH:6][CH:5]=[CH:4][CH:3]=1.C(OC1[C:46]([C:73]([O:75][C:76]([CH3:79])([CH3:78])[CH3:77])=[O:74])=[N:47]C(CC2CCN(C3C=CC(C4C=CC(CO)=CC=4)=CC=3)CC2)=NC=1C)C1C=CC=CC=1.[ClH:80].C(OC(=O)CN)(C)(C)C>>[ClH:80].[C:76]([O:75][C:73](=[O:74])[CH2:46][NH:47][C:30]([C:10]1[C:9]([O:8][CH2:1][C:2]2[CH:7]=[CH:6][CH:5]=[CH:4][CH:3]=2)=[C:14]([CH3:15])[N:13]=[C:12]([CH2:16][CH:17]2[CH2:18][CH2:19][NH:20][CH2:21][CH2:22]2)[N:11]=1)=[O:31])([CH3:79])([CH3:78])[CH3:77] |f:2.3,4.5|. Procedure: In accordance with Examples 1-(11) and 1-(7), but using tert-butyl 5-(benzyloxy)-2-{[1-(tert-butoxycarbonyl)piperidin-4-yl]methyl}-6-methylpyrimidine-4-carboxylate obtained in Example 1-(6) instead of tert-butyl 5-(benzyloxy)-2-{(1-[4′-(hydroxymethyl)biphenyl-4-yl]piperidin-4-yl}methyl)-6-methylpyrimidine-4-carboxylate, and glycine tert-butyl ester hydrochloride instead of glycine ethyl ester hydrochloride, the title compound (yield 72%) was afforded as a white solid. Reactants: COC1=CC2=C(CC(N(CC2)CCCCl)=O)C=C1OC (1-(7,8-dimethoxy-1,3,4,5-tetrahydro-2H-3-benzazepin-2-on-3-yl)-3-chloro-propane), B(Br)(Br)Br (boron tribromide). The solvent is C(Cl)Cl (methylene chloride). Run at time 10 hour. Product: OC1=CC2=C(CC(N(CC2)CCCCl)=O)C=C1O (1-(7,8-Dihydroxy-1,3,4,5-tetrahydro-2H-3-benzazepin-2-on-3-yl)-3-chloro-propane). As a reaction SMILES: C[O:2][C:3]1[C:18]([O:19]C)=[CH:17][C:6]2[CH2:7][C:8](=[O:16])[N:9]([CH2:12][CH2:13][CH2:14][Cl:15])[CH2:10][CH2:11][C:5]=2[CH:4]=1.B(Br)(Br)Br>C(Cl)Cl>[OH:2][C:3]1[C:18]([OH:19])=[CH:17][C:6]2[CH2:7][C:8](=[O:16])[N:9]([CH2:12][CH2:13][CH2:14][Cl:15])[CH2:10][CH2:11][C:5]=2[CH:4]=1. Procedure details: 8.9 gm (0.03 mol) of 1-(7,8-dimethoxy-1,3,4,5-tetrahydro-2H-3-benzazepin-2-on-3-yl)-3-chloro-propane were dissolved in 100 ml of methylene chloride; the solution was admixed at -60° C. with 2.1 ml of boron tribromide. After removing the cooling bath the reaction temperature rose to 20° C. and at this temperature the reaction mixture was stirred for 10 hours. The resulting resinous precipitate was made to crystallize by addition of 100 ml of water and subsequent stirring for one hour. The crystal...